Dataset: the Open Reaction Database (ORD), a public repository of structured organic reaction records. Task: describe an organic reaction: reactants, conditions, products, and yield Reactants: ClCCC(=O)C1=CC2=C(NCO2)C=C1 (6-(3-chloro-1-oxopropyl)-2,3-dihydrobenzoxazole), FC1=CC=C(CC2CCN(CC2)CCC(=O)C2=CC3=C(NC(O3)=O)C=C2)C=C1.FC1=CC=C(CC2CCNCC2)C=C1 (4-(4-fluorobenzyl)piperidine 6-{3-[4-(4-fluorobenzyl)-1-piperidyl]-1-oxopropyl}-2,3-dihydrobenzoxazol-2-one). The product is C(C1=CC=CC=C1)C1CCN(CC1)CCC(=O)C1=CC2=C(NC(N2)=O)C=C1 (5-[3-(4-benzyl-1-piperidyl)-1-oxopropyl]-2,3-dihydrobenzimidazol-2-one). Reaction SMILES: ClCCC(C1C=CC2[NH:10]COC=2C=1)=O.F[C:16]1[CH:42]=[CH:41][C:19]([CH2:20][CH:21]2[CH2:26][CH2:25][N:24]([CH2:27][CH2:28][C:29]([C:31]3[CH:40]=[CH:39][C:34]4[NH:35][C:36](=O)[O:37][C:33]=4[CH:32]=3)=[O:30])[CH2:23][CH2:22]2)=[CH:18][CH:17]=1.FC1C=CC(CC2CCNCC2)=CC=1>>[CH2:20]([CH:21]1[CH2:26][CH2:25][N:24]([CH2:27][CH2:28][C:29]([C:31]2[CH:40]=[CH:39][C:34]3[NH:35][C:36](=[O:37])[NH:10][C:33]=3[CH:32]=2)=[O:30])[CH2:23][CH2:22]1)[C:19]1[CH:41]=[CH:42][CH:16]=[CH:17][CH:18]=1 |f:1.2|. Procedure details: from 6-(3-chloro-1-oxopropyl)-2,3-dihydrobenzoxazole and 4-(4-fluorobenzyl)piperidine 6-{3-[4-(4-fluorobenzyl)-1-piperidyl]-1-oxopropyl}-2,3-dihydrobenzoxazol-2-one, m.p. 168°-173° C. Reaction SMILES: [CH2:46]([Cl:47])[Cl:48].[CH3:1][O:2][C:3]([CH2:4][N:5]1[C:6](=[O:23])[CH2:7][N:8]=[C:9]([c:17]2[n:18][cH:19][cH:20][cH:21][cH:22]2)[c:10]2[c:11]1[cH:12][cH:13][c:14]([Br:16])[cH:15]2)=[O:24].[OH2:45].[P:25]12(=[S:26])[S:27][P:28]3(=[S:38])[S:29][P:30](=[S:36])([S:31][P:32](=[S:35])([S:33]3)[S:34]1)[S:37]2.[cH:39]1[cH:40][cH:41][n:42][cH:43][cH:44]1>>[CH3:1][O:2][C:3]([CH2:4][N:5]1[C:6](=[S:26])[CH2:7][N:8]=[C:9]([c:17]2[n:18][cH:19][cH:20][cH:21][cH:22]2)[c:10]2[c:11]1[cH:12][cH:13][c:14]([Br:16])[cH:15]2)=[O:24]. The product is COC(=O)CN1C(=S)CN=C(c2ccccn2)c2cc(Br)ccc21. The reactants are ClCCl, COC(=O)CN1C(=O)CN=C(c2ccccn2)c2cc(Br)ccc21, O, S=P12SP3(=S)SP(=S)(S1)SP(=S)(S2)S3, c1ccncc1. Starting materials: CC1=CC(=NC=C1)NCCCC(=O)NCC(=O)NC(CC(=O)OC)C1=C(C=CC=C1)[N+](=O)[O-] (methyl 3-{2-[4-(4-methylpyridin-2-ylamino)butyrylamino]acetylamino}-3-(2-nitrophenyl)propionate), [OH-].[Na+] (NaOH). Run in O1CCOCC1 (dioxane). Conditions: time 8 hour. Product: CC1=CC(=NC=C1)NCCCC(=O)NCC(=O)NC(CC(=O)O)C1=C(C=CC=C1)[N+](=O)[O-] (3-{2-[4-(4-methylpyridin-2-ylamino)butyrylamino]acetylamino}-3-(2-nitrophenyl)propionic acid). Reaction SMILES: [CH3:1][C:2]1[CH:7]=[CH:6][N:5]=[C:4]([NH:8][CH2:9][CH2:10][CH2:11][C:12]([NH:14][CH2:15][C:16]([NH:18][CH:19]([C:25]2[CH:30]=[CH:29][CH:28]=[CH:27][C:26]=2[N+:31]([O-:33])=[O:32])[CH2:20][C:21]([O:23]C)=[O:22])=[O:17])=[O:13])[CH:3]=1.[OH-].[Na+]>O1CCOCC1>[CH3:1][C:2]1[CH:7]=[CH:6][N:5]=[C:4]([NH:8][CH2:9][CH2:10][CH2:11][C:12]([NH:14][CH2:15][C:16]([NH:18][CH:19]([C:25]2[CH:30]=[CH:29][CH:28]=[CH:27][C:26]=2[N+:31]([O-:33])=[O:32])[CH2:20][C:21]([OH:23])=[O:22])=[O:17])=[O:13])[CH:3]=1 |f:1.2|. Procedure: 280 mg of methyl 3-{2-[4-(4-methylpyridin-2-ylamino)butyrylamino]acetylamino}-3-(2-nitrophenyl)propionate (crude material) are dissolved in 30 ml of dioxane, and 0.61 ml of NaOH (2 mol/l) is added. Stirring at room temperature overnight is followed by removal of the solvent by distillation and the usual workup. 3-{2-[4-(4-methylpyridin-2-ylamino)butyrylamino]acetylamino}-3-(2-nitrophenyl)propionic acid is obtained. If an excess of NaOH is used, the sodium salt of 3-{2-[4-(4-methylpyridin-2-ylami... Reactants: ClCC1=CC=C(CCC(=O)O)C=C1 (4-chloromethyl-hydrocinnamic acid), [OH-].[Na+] (NaOH), [OH-].[Na+] (sodium hydroxide), C1=CC=C(C(=C1)C(C2=CC=C(C=C2)O)C3=CC=C(C=C3)O)C(=O)O (phenol phthaline). The solvent is O (water). Yields the product OCC1=CC=C(CCC(=O)O)C=C1 (4-Hydroxymethyl-hydrocinnamic acid). RXN SMILES: Cl[CH2:2][C:3]1[CH:13]=[CH:12][C:6]([CH2:7][CH2:8][C:9]([OH:11])=[O:10])=[CH:5][CH:4]=1.[OH-].[Na+].C1C=C(C(C2C=CC(O)=CC=2)C2C=CC([OH:29])=CC=2)C(C(O)=O)=CC=1>O>[OH:29][CH2:2][C:3]1[CH:13]=[CH:12][C:6]([CH2:7][CH2:8][C:9]([OH:11])=[O:10])=[CH:5][CH:4]=1 |f:1.2|. Procedure: 30 g (0.15 mol) of 4-chloromethyl-hydrocinnamic acid (J. Org, Chem. 26, 148 (1961) in 200 ml of water were neutralized with a 10% sodium hydroxide solution against phenol phthaline. 10% of NaOH (on the whole about 60 ml) were added dropwise, while stirring at reflux temperature, to the solution obtained in the same measure as it was consumed. When the reaction was finished, the mixture was saturated with sodium chloride, acidified with concentrated hydrochloric acid, the product precipitated was...